From a dataset of the Open Reaction Database (ORD), a public repository of structured organic reaction records. describe an organic reaction: reactants, conditions, products, and yield Starting materials: O=C1CCC(=O)N1Br, O=C(OOC(=O)c1ccccc1)c1ccccc1, ClC(Cl)(Cl)Cl, COP(=O)(Cc1cc2cc(Cl)ccc2nc1C)OC. Product: COP(=O)(Cc1cc2cc(Cl)ccc2nc1CBr)OC. As a reaction SMILES: [Br:38][N:39]1[C:40](=[O:41])[CH2:42][CH2:43][C:44]1=[O:45].[C:20]([O:21][O:22][C:23](=[O:24])[c:25]1[cH:26][cH:27][cH:28][cH:29][cH:30]1)(=[O:31])[c:32]1[cH:33][cH:34][cH:35][cH:36][cH:37]1.[C:46]([Cl:47])([Cl:48])([Cl:49])[Cl:50].[Cl:1][c:2]1[cH:3][c:4]2[cH:5][c:6]([CH2:13][P:14](=[O:15])([O:16][CH3:17])[O:18][CH3:19])[c:7]([CH3:12])[n:8][c:9]2[cH:10][cH:11]1>>[Cl:1][c:2]1[cH:3][c:4]2[cH:5][c:6]([CH2:13][P:14](=[O:15])([O:16][CH3:17])[O:18][CH3:19])[c:7]([CH2:12][Br:38])[n:8][c:9]2[cH:10][cH:11]1. Reactants: CCOC(=O)C(C)C(=O)CC(=O)OC, CC(=O)Cl, CO, NCc1ccccc1. Product: CCOC(=O)C(C)C(NCc1ccccc1)=C(C(C)=O)C(=O)OC. Reaction SMILES: [CH2:1]([CH3:2])[O:3][C:4](=[O:5])[CH:6]([C:7]([CH2:8][C:9](=[O:10])[O:11][CH3:12])=[O:13])[CH3:14].[CH3:23][C:24]([Cl:25])=[O:26].[CH3:27][OH:28].[NH2:15][CH2:16][c:17]1[cH:18][cH:19][cH:20][cH:21][cH:22]1>>[CH2:1]([CH3:2])[O:3][C:4](=[O:5])[CH:6]([C:7](=[C:8]([C:9](=[O:10])[O:11][CH3:12])[C:24]([CH3:23])=[O:26])[NH:15][CH2:16][c:17]1[cH:18][cH:19][cH:20][cH:21][cH:22]1)[CH3:14]. Reactants: CNC (dimethylamine), C(C)OC(=O)C1=CC2=C(C=CC=C2C=C1Cl)C=O (3-chloro-8-formyl-naphthalene-2-carboxylic acid ethyl ester), C(#N)[BH3-].[Na+] (sodium cyanoborohydride), C(C)(=O)O (acetic acid). Solvent: C1CCOC1 (THF), CO (MeOH). Run at time 16 hour. Product: C(C)OC(=O)C1=CC2=C(C=CC=C2C=C1Cl)CN(C)C (3-Chloro-8-dimethylaminomethyl-naphthalene-2-carboxylic acid ethyl ester). Yield: 34.3%. RXN SMILES: [CH3:1][NH:2][CH3:3].[CH2:4]([O:6][C:7]([C:9]1[C:18]([Cl:19])=[CH:17][C:16]2[C:11](=[C:12]([CH:20]=O)[CH:13]=[CH:14][CH:15]=2)[CH:10]=1)=[O:8])[CH3:5].C([BH3-])#N.[Na+].C(O)(=O)C>C1COCC1.CO>[CH2:4]([O:6][C:7]([C:9]1[C:18]([Cl:19])=[CH:17][C:16]2[C:11](=[C:12]([CH2:20][N:2]([CH3:3])[CH3:1])[CH:13]=[CH:14][CH:15]=2)[CH:10]=1)=[O:8])[CH3:5] |f:2.3|. Procedure: A solution of dimethylamine (5.6 M in EtOH, 0.36 ml, 2.0 mmol, 1.5 equiv) was added to a solution of 3-chloro-8-formyl-naphthalene-2-carboxylic acid ethyl ester (350 mg, 1.33 mmol) in THF (6.5 ml). After stirring at room temperature for 16 hours, a solution of sodium cyanoborohydride (101 mg, 1.6 mmol, 1.2 equiv) in MeOH (3.0 ml) and acetic acid (0.38 ml, 6.7 mmol, 5.0 equiv) were added, and the reaction mixture was stirred at room temperature for 3 hours. After dilution with water (75 ml), the ... The reactants are O=Cc1ccc(OS(=O)(=O)C(F)(F)F)cc1, [K+], [K+], O=[Cr](=O)([O-])O[Cr](=O)(=O)[O-], O=S(=O)(O)O. Product: O=C(O)c1ccc(OS(=O)(=O)C(F)(F)F)cc1. Reaction SMILES: [F:1][C:2]([S:3](=[O:4])(=[O:5])[O:6][c:7]1[cH:8][cH:9][c:10]([CH:11]=[O:12])[cH:13][cH:14]1)([F:15])[F:16].[K+:17].[K+:18].[O-:19][Cr:20]([O:21][Cr:22](=[O:23])(=[O:24])[O-:25])(=[O:26])=[O:27].[S:28](=[O:29])(=[O:30])([OH:31])[OH:32]>>[F:1][C:2]([S:3](=[O:4])(=[O:5])[O:6][c:7]1[cH:8][cH:9][c:10]([C:11](=[O:12])[OH:19])[cH:13][cH:14]1)([F:15])[F:16]. As a reaction SMILES: C[O:2][C:3](=[O:20])[CH:4]([CH3:19])[CH2:5][N:6]1[CH2:11][CH2:10][N:9]([C:12]2[CH:17]=[CH:16][C:15]([Cl:18])=[CH:14][CH:13]=2)[CH2:8][CH2:7]1.[OH-].[Li+:22]>O1CCCC1.O.C(#N)C>[Li+:22].[Cl:18][C:15]1[CH:14]=[CH:13][C:12]([N:9]2[CH2:10][CH2:11][N:6]([CH2:5][CH:4]([CH3:19])[C:3]([O-:20])=[O:2])[CH2:7][CH2:8]2)=[CH:17][CH:16]=1 |f:1.2,6.7|. Procedure: 3-[4-(4-Chloro-phenyl)-piperazin-1-yl]-2-methyl-propionic acid methyl ester (586 mg; 1.98 mmol, prepared in accordance with Example 59) and lithium hydroxide (60 mg; 2.50 mmol) are suspended in a mixture of tetrahydrofuran (4 mL) and water (1 mL). The resulting mixture is irradiated in a mono-mode microwave oven for 50 minutes at 100° C. The mixture is then diluted with acetonitrile until precipitation occurs. The solid formed is then filtered and dried under high vacuum to afford the desired pr... The yield is 41.9%. Reactants: COC(C(CN1CCN(CC1)C1=CC=C(C=C1)Cl)C)=O (3-[4-(4-chloro-phenyl)-piperazin-1-yl]-2-methyl-propionic acid methyl ester), [OH-].[Li+] (lithium hydroxide). Solvent: O1CCCC1 (tetrahydrofuran), O (water), C(C)#N (acetonitrile). The product is [Li+].ClC1=CC=C(C=C1)N1CCN(CC1)CC(C(=O)[O-])C (3-[4-(4-chloro-phenyl)-piperazin-1-yl]-2-methyl-propionic acid lithium salt). Starting materials: [Cl-].[Ca+2].[Cl-] (calcium chloride), [Na].S(=O)(=O)(O)C=1C=C(C=C(C(=O)OC)C1)C(=O)OC (dimethyl 5-sulfoisophthalate sodium salt), ion, [Na] (sodium). Run in ion, O (water), O (water), O (water). Reaction conditions: temperature 30 celsius. The product is [Ca].S(=O)(=O)(O)C=1C=C(C=C(C(=O)OC)C1)C(=O)OC (dimethyl 5-sulfoisophthalate calcium salt). RXN SMILES: [Na].[S:2]([C:6]1[CH:7]=[C:8]([C:16]([O:18][CH3:19])=[O:17])[CH:9]=[C:10]([CH:15]=1)[C:11]([O:13][CH3:14])=[O:12])([OH:5])(=[O:4])=[O:3].[Na].[Cl-].[Ca+2:22].[Cl-]>O>[Ca:22].[S:2]([C:6]1[CH:15]=[C:10]([C:11]([O:13][CH3:14])=[O:12])[CH:9]=[C:8]([CH:7]=1)[C:16]([O:18][CH3:19])=[O:17])([OH:5])(=[O:4])=[O:3] |f:0.1,3.4.5,7.8,^1:0,19|. Procedure: 296 Grams of dimethyl 5-sulfoisophthalate sodium salt were placed together with 2000 g of ion exchanged water in a reactor equipped with a stirrer. The contents in the reactor were heated with stirring to 80° C. so that the sodium salt was dissolved in water. A solution of calcium chloride dissolved in an amount of 55.5 g into 900 g of ion exchanged water was then gradually added dropwise to the thus obtained solution. The resulting mixture was cooled to 30° C. and filtered to separate white pre...